Dataset: the Open Reaction Database (ORD), a public repository of structured organic reaction records. Task: describe an organic reaction: reactants, conditions, products, and yield The reactants are CS(C)=O, COc1ccc2c(c1)NC(=O)C(Cl)CC2, [N-]=[N+]=[N-], [Na+]. Product: COc1ccc2c(c1)NC(=O)C(N=[N+]=[N-])CC2. As a reaction SMILES: [CH3:20][S:21]([CH3:22])=[O:23].[Cl:1][CH:2]1[C:3](=[O:15])[NH:4][c:5]2[c:6]([cH:9][cH:10][c:11]([O:13][CH3:14])[cH:12]2)[CH2:7][CH2:8]1.[N-:17]=[N+:18]=[N-:19].[Na+:16]>>[CH:2]1([N:17]=[N+:18]=[N-:19])[C:3](=[O:15])[NH:4][c:5]2[c:6]([cH:9][cH:10][c:11]([O:13][CH3:14])[cH:12]2)[CH2:7][CH2:8]1.